Dataset: the Open Reaction Database (ORD), a public repository of structured organic reaction records. Task: describe an organic reaction: reactants, conditions, products, and yield Reactants: CCOC(=O)Cn1cc(-c2ccc(C)c(C(=O)c3ccc(Nc4ccc(F)cc4F)cc3Cl)c2)nn1, CO, [Cl-], Cl, [Li+], [Na+], [OH-], O. Yields the product Cc1ccc(-c2cn(CC(=O)O)nn2)cc1C(=O)c1ccc(Nc2ccc(F)cc2F)cc1Cl. Reaction SMILES: [CH2:1]([CH3:2])[O:3][C:4]([CH2:5][n:6]1[n:7][n:8][c:9](-[c:11]2[cH:12][c:13]([C:18]([c:19]3[c:20]([Cl:34])[cH:21][c:22]([NH:25][c:26]4[c:27]([F:33])[cH:28][c:29]([F:32])[cH:30][cH:31]4)[cH:23][cH:24]3)=[O:35])[c:14]([CH3:17])[cH:15][cH:16]2)[cH:10]1)=[O:36].[CH3:42][OH:43].[Cl-:39].[ClH:41].[Li+:38].[Na+:40].[OH-:37].[OH2:44]>>[O:3]=[C:4]([CH2:5][n:6]1[n:7][n:8][c:9](-[c:11]2[cH:12][c:13]([C:18]([c:19]3[c:20]([Cl:34])[cH:21][c:22]([NH:25][c:26]4[c:27]([F:33])[cH:28][c:29]([F:32])[cH:30][cH:31]4)[cH:23][cH:24]3)=[O:35])[c:14]([CH3:17])[cH:15][cH:16]2)[cH:10]1)[OH:36]. The solvent is C(Cl)Cl (DCM). As a reaction SMILES: [Cl:1][C:2]1[CH:35]=[CH:34][C:5]([CH2:6][CH2:7][NH:8][C:9]([C:11]2[CH:33]=[CH:32][C:14]([O:15][C:16]3[CH:21]=[CH:20][C:19]([CH2:22][C:23]([O:25]C(C)(C)C)=[O:24])=[CH:18][C:17]=3[C:30]#[N:31])=[CH:13][CH:12]=2)=[O:10])=[CH:4][CH:3]=1.C(O)(C(F)(F)F)=O>C(Cl)Cl>[Cl:1][C:2]1[CH:3]=[CH:4][C:5]([CH2:6][CH2:7][NH:8][C:9]([C:11]2[CH:12]=[CH:13][C:14]([O:15][C:16]3[CH:21]=[CH:20][C:19]([CH2:22][C:23]([OH:25])=[O:24])=[CH:18][C:17]=3[C:30]#[N:31])=[CH:32][CH:33]=2)=[O:10])=[CH:34][CH:35]=1. Procedure details: To tert-butyl 2-(4-(4-((4-chlorophenethyl)carbamoyl)phenoxy)-3-cyanophenyl)acetate (4.40 g, 8.96 mmol) in DCM (20 ml) was treated with TFA (20 ml). After stirring for 2 hours. The reaction mixture was concentrated and the crude material was purified by silica gel chromatography using a gradient of 0.5% MeOH/DCM containing 0.5% AcOH to 10% MeOH/DCM containing 0.5% AcOH to provide 2-(4-(4-((4-chlorophenethyl)carbamoyl)phenoxy)-3-cyanophenyl)acetic acid (3.30 g, 84.7% yield). 1H NMR (400 MHz, CD3OD... Reaction conditions: time 2 hour. Starting materials: ClC1=CC=C(CCNC(=O)C2=CC=C(OC3=C(C=C(C=C3)CC(=O)OC(C)(C)C)C#N)C=C2)C=C1 (tert-butyl 2-(4-(4-((4-chlorophenethyl)carbamoyl)phenoxy)-3-cyanophenyl)acetate), C(=O)(C(F)(F)F)O (TFA). The product is ClC1=CC=C(CCNC(=O)C2=CC=C(OC3=C(C=C(C=C3)CC(=O)O)C#N)C=C2)C=C1 (2-(4-(4-((4-chlorophenethyl)carbamoyl)phenoxy)-3-cyanophenyl)acetic acid). Yield: 84.7%.